From a dataset of the Open Reaction Database (ORD), a public repository of structured organic reaction records. describe an organic reaction: reactants, conditions, products, and yield The reactants are COC(=O)N1CC[C@@H]2[C@](CCC[C@H]12)(C#CC=1C=C(C=CC1)C)O ((3aS,4R,7aS)-4-hydroxy-4-m-tolylethynyl-octahydro-indole-1-carboxylic acid methyl ester), CN(CCC(=O)O)C (3-dimethylamino propionic acid). The product is COC(=O)N1CC[C@H]2[C@@](CCC[C@@H]12)(C#CC=1C=C(C=CC1)C)OC(CCN(C)C)=O ((3aR,4S,7aR)-4-(3-dimethylamino-propionyloxy)-4-m-tolylethynyl-octahydro-indole-1-carboxylic acid methyl ester). Reaction SMILES: [CH3:1][O:2][C:3]([N:5]1[C@@H:13]2[C@@H:8]([C@@:9]([OH:23])([C:14]#[C:15][C:16]3[CH:17]=[C:18]([CH3:22])[CH:19]=[CH:20][CH:21]=3)[CH2:10][CH2:11][CH2:12]2)[CH2:7][CH2:6]1)=[O:4].[CH3:24][N:25]([CH3:31])[CH2:26][CH2:27][C:28](O)=[O:29]>>[CH3:1][O:2][C:3]([N:5]1[C@H:13]2[C@H:8]([C@:9]([O:23][C:28](=[O:29])[CH2:27][CH2:26][N:25]([CH3:31])[CH3:24])([C:14]#[C:15][C:16]3[CH:17]=[C:18]([CH3:22])[CH:19]=[CH:20][CH:21]=3)[CH2:10][CH2:11][CH2:12]2)[CH2:7][CH2:6]1)=[O:4]. Procedure: Synthesis in analogy to the General Method 1 starting from (3aS,4R,7aS)-4-hydroxy-4-m-tolylethynyl-octahydro-indole-1-carboxylic acid methyl ester and 3-dimethylamino propionic acid to yield (3aR,4S,7aR)-4-(3-dimethylamino-propionyloxy)-4-m-tolylethynyl-octahydro-indole-1-carboxylic acid methyl ester. MS [M+H] 413; RT 4.968 min; LC-MS Method ii